Dataset: the Open Reaction Database (ORD), a public repository of structured organic reaction records. Task: describe an organic reaction: reactants, conditions, products, and yield Starting materials: C[O-].[Na+] (sodium methoxide), BrCC=1C(=C(C(=O)OC)C=CC1)[N+](=O)[O-] (methyl 3-bromomethyl-2-nitrobenzoate), O1CCOCC1.Cl (hydrogen chloride dioxane). Product: COCC=1C(=C(C(=O)OC)C=CC1)[N+](=O)[O-] (methyl 3-methoxymethyl-2-nitrobenzoate). The solvent is CO (methanol), CO (Methanol). Reaction SMILES: C[O-].[Na+].Br[CH2:5][C:6]1[C:7]([N+:16]([O-:18])=[O:17])=[C:8]([CH:13]=[CH:14][CH:15]=1)[C:9]([O:11][CH3:12])=[O:10].[O:19]1CCOC[CH2:20]1.Cl>CO>[CH3:20][O:19][CH2:5][C:6]1[C:7]([N+:16]([O-:18])=[O:17])=[C:8]([CH:13]=[CH:14][CH:15]=1)[C:9]([O:11][CH3:12])=[O:10] |f:0.1,3.4|. Reported procedure: Methanol solution (4.7 mL) of sodium methoxide (197 mg) was added dropwise into the mixture of methyl 3-bromomethyl-2-nitrobenzoate (1 g) and methanol (7 mL) under heating and refluxing. Two minutes later, the mixture was cooled down with ice and 1.82 mL of 4M hydrogen chloride dioxane solution was added dropwise thereto. After removing the solvent, diethylether and water were added and the organic layer thereof was dried over sodium sulfate. After removing the solvent, the obtained residue was ...